Dataset: the Open Reaction Database (ORD), a public repository of structured organic reaction records. Task: describe an organic reaction: reactants, conditions, products, and yield Reactants: BrC1=CN=C(C2=C1NC=1C=CC(=CC21)F)NC (4-Bromo-8-fluoro-N-methyl-5H-pyrido[4,3-b]indol-1-amine), [Cu]C#N (copper(I) cyanide). The solvent is C(C)(=O)OCC (ethyl acetate), CN1CCCC1=O (NMP). Reaction conditions: temperature 225 celsius. The product is FC1=CC=2C3=C(NC2C=C1)C(=CN=C3NC)C#N (8-Fluoro-1-(methylamino)-5H-pyrido[4,3-b]indole-4-carbonitrile). RXN SMILES: Br[C:2]1[C:7]2[NH:8][C:9]3[CH:10]=[CH:11][C:12]([F:15])=[CH:13][C:14]=3[C:6]=2[C:5]([NH:16][CH3:17])=[N:4][CH:3]=1.[Cu][C:19]#[N:20]>CN1C(=O)CCC1.C(OCC)(=O)C>[F:15][C:12]1[CH:11]=[CH:10][C:9]2[NH:8][C:7]3[C:2]([C:19]#[N:20])=[CH:3][N:4]=[C:5]([NH:16][CH3:17])[C:6]=3[C:14]=2[CH:13]=1. Reported procedure: 4-Bromo-8-fluoro-N-methyl-5H-pyrido[4,3-b]indol-1-amine (150 mg, 0.501 mmol) was combined with copper(I) cyanide (114 mg, 1.275 mmol) and dissolved in NMP (2.55 mL). The reaction was heated to 225° C. in a microwave for one hr. The solution was cooled to ambient temperature, diluted with ethyl acetate, washed with water, dried over magnesium sulfate, filtered and concentrated. The crude residue was purified on silica gel (EtOAc/hexanes). The reactants are CC12CCC3C(CC=C4C=CCCC43C)C1CCC2=O, [H][H]. The product is CC12CCC=CC1=CCC1C2CCC2(C)C(O)CCC12. Reaction SMILES: [CH3:3][C:4]12[C:5](=[O:22])[CH2:6][CH2:7][CH:8]1[CH:9]1[CH2:10][CH:11]=[C:12]3[CH:13]=[CH:14][CH2:15][CH2:16][C:17]3([CH3:18])[CH:19]1[CH2:20][CH2:21]2.[H:1][H:2]>>[CH3:3][C:4]12[CH:5]([OH:22])[CH2:6][CH2:7][CH:8]1[CH:9]1[CH2:10][CH:11]=[C:12]3[CH:13]=[CH:14][CH2:15][CH2:16][C:17]3([CH3:18])[CH:19]1[CH2:20][CH2:21]2. Starting materials: ClC1=C(C=C(C=O)C=C1)[N+](=O)[O-] (4-chloro-3-nitro-benzaldehyde), stannous chloride, C1(CCCCC1)NC(=O)C1CCNCC1 (piperidine-4-carboxylic acid cyclohexylamide), C1(CCCCC1)NC(=O)C1CCN(CC1)CC1=CC(=C(C=C1)Cl)[N+](=O)[O-] (1-(4-Chloro-3-nitro-benzyl)-piperidine-4-carboxylic acid cyclohexylamide). Product: C1(CCCCC1)NC(=O)C1CCN(CC1)CC1=CC(=C(C=C1)Cl)N (1-(3-Amino-4-chloro-benzyl)-piperidine-4-carboxylic acid cyclohexylamide). RXN SMILES: ClC1C=CC(C=O)=CC=1[N+]([O-])=O.C1(NC(C2CCNCC2)=O)CCCCC1.[CH:28]1([NH:34][C:35]([CH:37]2[CH2:42][CH2:41][N:40]([CH2:43][C:44]3[CH:49]=[CH:48][C:47]([Cl:50])=[C:46]([N+:51]([O-])=O)[CH:45]=3)[CH2:39][CH2:38]2)=[O:36])[CH2:33][CH2:32][CH2:31][CH2:30][CH2:29]1>>[CH:28]1([NH:34][C:35]([CH:37]2[CH2:42][CH2:41][N:40]([CH2:43][C:44]3[CH:49]=[CH:48][C:47]([Cl:50])=[C:46]([NH2:51])[CH:45]=3)[CH2:39][CH2:38]2)=[O:36])[CH2:33][CH2:32][CH2:31][CH2:30][CH2:29]1. Reported procedure: The title compound is prepared according to the reactions described above starting from 4-chloro-3-nitro-benzaldehyde and piperidine-4-carboxylic acid cyclohexylamide yielding after reductive amination 1-(4-Chloro-3-nitro-benzyl)-piperidine-4-carboxylic acid cyclohexylamide LC-MS A: tR=0.67 min; [M+H]+=380.03 and reduction with stannous chloride the title compound LC-MS A: tR=0.63 min; [M+H]+=350.21. Reactants: O=C(OO)c1cccc(Cl)c1, ClCCl, O=C(O)CSC1CCN(c2cc(C(F)(F)F)cc(C(F)(F)F)c2)C1. Yields the product O=C(O)CS(=O)C1CCN(c2cc(C(F)(F)F)cc(C(F)(F)F)c2)C1. As a reaction SMILES: [Cl:25][c:26]1[cH:27][cH:28][cH:29][c:30]([C:31]([O:32][OH:34])=[O:33])[cH:35]1.[Cl:36][CH2:37][Cl:38].[F:1][C:2]([c:3]1[cH:4][c:5]([N:13]2[CH2:14][CH:15]([S:18][CH2:19][C:20](=[O:21])[OH:22])[CH2:16][CH2:17]2)[cH:6][c:7]([C:9]([F:10])([F:11])[F:12])[cH:8]1)([F:23])[F:24]>>[F:1][C:2]([c:3]1[cH:4][c:5]([N:13]2[CH2:14][CH:15]([S:18]([CH2:19][C:20](=[O:21])[OH:22])=[O:33])[CH2:16][CH2:17]2)[cH:6][c:7]([C:9]([F:10])([F:11])[F:12])[cH:8]1)([F:23])[F:24].